Dataset: the Open Reaction Database (ORD), a public repository of structured organic reaction records. Task: describe an organic reaction: reactants, conditions, products, and yield Starting materials: ClC=1C=C(C(CNC(CC2=CC=C(OCC=3OC=C(C(C3)=O)OCC3=CC=CC=C3)C=C2)C)O)C=CC1 (2-[4-[2 [(3-chloro-β-hydroxyphenethyl)amino]propyl]phenoxymethyl]-5-benzyloxy-4H-pyran-4-one), CN (methylamine). The product is ClC=1C=C(C(CNC(CC2=CC=C(OCC=3N(C=C(C(C3)=O)O)C)C=C2)C)O)C=CC1 (2-[4-[2-[(3-chloro-β-hydroxyphenethyl)amino]propyl]phenoxymethyl]-5-hydroxy-1-methyl-1H-pyrid-4-one). RXN SMILES: [Cl:1][C:2]1[CH:3]=[C:4]([CH:35]=[CH:36][CH:37]=1)[CH:5]([OH:34])[CH2:6][NH:7][CH:8]([CH3:33])[CH2:9][C:10]1[CH:32]=[CH:31][C:13]([O:14][CH2:15][C:16]2O[CH:18]=[C:19]([O:23]CC3C=CC=CC=3)[C:20](=[O:22])[CH:21]=2)=[CH:12][CH:11]=1.[CH3:38][NH2:39]>>[Cl:1][C:2]1[CH:3]=[C:4]([CH:35]=[CH:36][CH:37]=1)[CH:5]([OH:34])[CH2:6][NH:7][CH:8]([CH3:33])[CH2:9][C:10]1[CH:32]=[CH:31][C:13]([O:14][CH2:15][C:16]2[N:39]([CH3:38])[CH:18]=[C:19]([OH:23])[C:20](=[O:22])[CH:21]=2)=[CH:12][CH:11]=1. Procedure: A suspension of 2-[4-[2 [(3-chloro-β-hydroxyphenethyl)amino]propyl]phenoxymethyl]-5-benzyloxy-4H-pyran-4-one (1.0 g) in 33% ethanolic methylamine solution (15 ml), was heated to 120° in a sealed vessel for 18 hours. The solvent was evaporated in vacuo and the residue purified by column chromatography on silica using chloroform, then 10% methanol:chloroform as eluent. The resulting gum was dissolved in methanol and 2M hydrochloric acid was added dropwise to bring the pH to 1.5-2.0. The solution w... Run at time 8 hour. Reaction SMILES: [N+:1]([C:4]1[CH:16]=[CH:15][C:7]([CH2:8][C:9]2[CH:14]=[CH:13][CH:12]=[CH:11][N:10]=2)=[CH:6][CH:5]=1)([O-])=O>C(O)C.[Pd]>[NH2:1][C:4]1[CH:16]=[CH:15][C:7]([CH2:8][C:9]2[CH:14]=[CH:13][CH:12]=[CH:11][N:10]=2)=[CH:6][CH:5]=1. The yield is 84.5%. The reagents and catalysts are [Pd] (Pd-C). Reported procedure: A mixture of 2-(4-nitrobenzyl)pyridine (J. Chem. Soc., p549, 1929) (1.50 g) and 5% Pd-C (0.15 g) in ethanol (30 ml) was vigorously stirred under hydrogen atmosphere for 8 hours, and the Pd-C was filtered off. The filtrate was concentrated under reduced pressure, and the residue was separated and purified with column chromatography (ethyl acetate/hexane=1:1→2:1) to give 2-(4-aminobenzyl)-pyridine (1.09 g) as yellow oil. Product: NC1=CC=C(CC2=NC=CC=C2)C=C1 (2-(4-aminobenzyl)-pyridine). Starting materials: [N+](=O)([O-])C1=CC=C(CC2=NC=CC=C2)C=C1 (2-(4-nitrobenzyl)pyridine). The solvent is C(C)O (ethanol). Reactants: C1CCNCC1, CCOC(C)=O, O, Cc1cc(C)c(S(=O)(=O)NCc2cccnc2)cc1N(CC1c2ccccc2-c2ccccc21)C(=O)[O-]. Yields the product Cc1cc(C)c(S(=O)(=O)NCc2cccnc2)cc1N. RXN SMILES: [CH2:38]1[CH2:39][CH2:40][NH:41][CH2:42][CH2:43]1.[CH3:45][CH2:46][O:47][C:48]([CH3:49])=[O:50].[OH2:44].[cH:1]1[c:2]2[c:14]([cH:16][cH:17][cH:18]1)-[c:9]1[c:8]([cH:13][cH:12][cH:11][cH:10]1)[CH:3]2[CH2:4][N:15]([C:5](=[O:6])[O-:7])[c:19]1[c:20]([CH3:37])[cH:21][c:22]([CH3:36])[c:23]([S:25](=[O:26])(=[O:27])[NH:28][CH2:29][c:30]2[cH:31][n:32][cH:33][cH:34][cH:35]2)[cH:24]1>>[NH2:15][c:19]1[c:20]([CH3:37])[cH:21][c:22]([CH3:36])[c:23]([S:25](=[O:26])(=[O:27])[NH:28][CH2:29][c:30]2[cH:31][n:32][cH:33][cH:34][cH:35]2)[cH:24]1. The reactants are C(#N)C1=CC=C(OCCCCCOC2=CC=C(C(=O)N(C(C)C)C(C)C)C=C2)C=C1 (4-[5-(4-cyanophenoxy)-pentyloxy]-N,N-bis(1-methylethyl)benzamide), [OH-].[Na+] (sodium hydroxide), Cl.NO (hydroxylamine hydrochloride). The solvent is O (water), C(C)O (ethanol). The product is NC(C1=CC=C(OCCCCCOC2=CC=C(C(=O)N(C(C)C)C(C)C)C=C2)C=C1)=NO (4-[5-[4-[amino(hydroxyimino)methyl]phenoxy]pentyloxy]-N,N-bis -(1-methylethyl)benzamide). RXN SMILES: [C:1]([C:3]1[CH:30]=[CH:29][C:6]([O:7][CH2:8][CH2:9][CH2:10][CH2:11][CH2:12][O:13][C:14]2[CH:28]=[CH:27][C:17]([C:18]([N:20]([CH:24]([CH3:26])[CH3:25])[CH:21]([CH3:23])[CH3:22])=[O:19])=[CH:16][CH:15]=2)=[CH:5][CH:4]=1)#[N:2].[OH-:31].[Na+].Cl.[NH2:34]O>O.C(O)C>[NH2:2][C:1](=[N:34][OH:31])[C:3]1[CH:4]=[CH:5][C:6]([O:7][CH2:8][CH2:9][CH2:10][CH2:11][CH2:12][O:13][C:14]2[CH:15]=[CH:16][C:17]([C:18]([N:20]([CH:21]([CH3:22])[CH3:23])[CH:24]([CH3:25])[CH3:26])=[O:19])=[CH:27][CH:28]=2)=[CH:29][CH:30]=1 |f:1.2,3.4|. Reported procedure: A stirred solution of 4-[5-(4-cyanophenoxy)-pentyloxy]-N,N-bis(1-methylethyl)benzamide (300 mg, 0.73 mmol) in 2 mL of water and 8 mL of ethanol is treated with sodium hydroxide (32 mg, 0.81 mmol) and hydroxylamine hydrochloride (56 mg, 0.81 mmol). After refluxing overnight, the reaction is partitioned between dichloromethane and brine. The organic phase is dried over sodium sulfate, and concentrated in vacuo. The resulting material is purified by chromatography on silica gel (10 g) with 70-80% e... As a reaction SMILES: [CH2:1]([CH3:2])[O:3][C:4](=[O:5])[CH2:6][CH2:7][c:8]1[c:9](-[c:23]2[cH:24][cH:25][cH:26][cH:27][cH:28]2)[n:10][n:11]([CH2:13][c:14]2[cH:15][c:16]([C:17](=[O:18])[OH:19])[cH:20][cH:21][cH:22]2)[cH:12]1.[CH3:52][N:53]([CH3:54])[CH:55]=[O:56].[F:29][C:30]([c:31]1[cH:32][cH:33][c:34]([CH2:35][NH2:36])[cH:37][cH:38]1)([F:39])[F:40].[OH2:41].[OH2:57].[OH:42][n:43]1[c:44]2[cH:45][cH:46][cH:47][cH:48][c:49]2[n:50][n:51]1>>[CH2:1]([CH3:2])[O:3][C:4](=[O:5])[CH2:6][CH2:7][c:8]1[c:9](-[c:23]2[cH:24][cH:25][cH:26][cH:27][cH:28]2)[n:10][n:11]([CH2:13][c:14]2[cH:15][c:16]([C:17](=[O:18])[NH:36][CH2:35][c:34]3[cH:33][cH:32][c:31]([C:30]([F:29])([F:39])[F:40])[cH:38][cH:37]3)[cH:20][cH:21][cH:22]2)[cH:12]1. The reactants are CCOC(=O)CCc1cn(Cc2cccc(C(=O)O)c2)nc1-c1ccccc1, CN(C)C=O, NCc1ccc(C(F)(F)F)cc1, O, O, On1nnc2ccccc21. Yields the product CCOC(=O)CCc1cn(Cc2cccc(C(=O)NCc3ccc(C(F)(F)F)cc3)c2)nc1-c1ccccc1.